Dataset: the Open Reaction Database (ORD), a public repository of structured organic reaction records. Task: describe an organic reaction: reactants, conditions, products, and yield As a reaction SMILES: [C:1]([O:5][C:6]([NH:8][C@@H:9]([C:11]([OH:13])=O)[CH3:10])=[O:7])([CH3:4])([CH3:3])[CH3:2].[C:14](=[N:17]O)([NH2:16])[CH3:15].C(Cl)CCl.C(OCC)(=O)C>O1CCOCC1.CN(C)C=O>[CH3:15][C:14]1[N:17]=[C:11]([C@H:9]([NH:8][C:6](=[O:7])[O:5][C:1]([CH3:2])([CH3:3])[CH3:4])[CH3:10])[O:13][N:16]=1. Yield: 24.9%. Reactants: C(C)(=O)OCC (ethyl acetate), C(C)(C)(C)OC(=O)N[C@H](C)C(=O)O (N-(tert-butoxycarbonyl)-D-alanine), C(C)(N)=NO (acetamide oxime), C(CCl)Cl (EDC). Conditions: temperature 60 celsius, time 16 hour. Procedure: To a solution of N-(tert-butoxycarbonyl)-D-alanine (20 g, 106 mmol), acetamide oxime (17.3 g, 234 mmol) in 120 mL of 1,4-dioxane and 30 mL of N,N-dimethylformamide were added EDC (44.8 g, 234 mmol). The mixture was heated at 60° C. for 4 h then at 100° C. for 16 h. After cooling to ambient temperature, 300 mL of ethyl acetate was added. The mixture was washed with aqueous saturated sodium bicarbonate (2×). The combined organic extracts were dried over magnesium sulfate, filtered and concentrated... The solvent is O1CCOCC1 (1,4-dioxane), CN(C=O)C (N,N-dimethylformamide). Yields the product CC1=NOC(=N1)[C@@H](C)NC(OC(C)(C)C)=O (tert-butyl [(1R)-1-(3-methyl-1,2,4-oxadiazol-5-yl)ethyl]carbamate). Starting materials: BrC=1C=CC(=C2C(=C(CC12)C(=O)OCC)C(=O)OCC)OC (7-Bromo-4-methoxy-1H-indene-2,3-dicarboxylic acid, diethyl ester), NaOAc.3H2O. Reagents/catalysts: [Pd].[O-]S(=O)(=O)[O-].[Ba+2] (Pd BaSO4). Solvent: C(C)O (ethanol). The product is COC1=C2C(C(CC2=CC=C1)C(=O)OCC)C(=O)OCC (4-Methoxy-2,3-dihydro-1H-indene-2,3-dicarboxylic acid, diethyl ester). Isolated yield 96.9%. Reaction SMILES: Br[C:2]1[CH:3]=[CH:4][C:5]([O:21][CH3:22])=[C:6]2[C:10]=1[CH2:9][C:8]([C:11]([O:13][CH2:14][CH3:15])=[O:12])=[C:7]2[C:16]([O:18][CH2:19][CH3:20])=[O:17]>C(O)C.[Pd].[O-]S([O-])(=O)=O.[Ba+2]>[CH3:22][O:21][C:5]1[CH:4]=[CH:3][CH:2]=[C:10]2[C:6]=1[CH:7]([C:16]([O:18][CH2:19][CH3:20])=[O:17])[CH:8]([C:11]([O:13][CH2:14][CH3:15])=[O:12])[CH2:9]2 |f:2.3.4|. Procedure details: The diester from Example 2 (19.39 g) was dissolved in 250 ml ethanol. To the solution was added 5.20 g of 10% Pd/BaSO4 and 7.15 g NaOAc.3H2O. The reaction was hydrogenated at 4 atm pressure. The catalyst was filtered and the solvent evaporated. The product was dissolved in ether, washed with 5% NaHCO3, dried (MgSO4), and the solvent was evaporated to yield 14.87 g of the desired product as a colorless oil. NMR (CDCl3) δ1.20 (t, 3H), 1.27 (t, 3H), 3.13 (dd, 1H), 3.48-3.56 (m, 2H), 3.82 (s, 3H), 3... Starting materials: C(=O)C=1C=C(C=CC1)CC(=O)NC=1C=NC=C(C1)C(=O)C1=CN(C=2N=CN=CC21)C(C)C (2-(3-formylphenyl)-N-{5-[(7-isopropyl-7H-pyrrolo[2,3-d]pyrimidin-5-yl)carbonyl]pyridin-3-yl}acetamide), FC1CNC1 (3-fluoroazetidine). Yields the product FC1CN(C1)CC=1C=C(C=CC1)CC(=O)NC=1C=NC=C(C1)C(=O)C1=CN(C=2N=CN=CC21)C(C)C (2-{3-[(3-fluoroazetidin-1-yl)methyl]phenyl}-N-{5-[(7-isopropyl-7H-pyrrolo[2,3-d]pyrimidin-5-yl)carbonyl]pyridin-3-yl}acetamide). As a reaction SMILES: [CH:1]([C:3]1[CH:4]=[C:5]([CH2:9][C:10]([NH:12][C:13]2[CH:14]=[N:15][CH:16]=[C:17]([C:19]([C:21]3[C:29]4[CH:28]=[N:27][CH:26]=[N:25][C:24]=4[N:23]([CH:30]([CH3:32])[CH3:31])[CH:22]=3)=[O:20])[CH:18]=2)=[O:11])[CH:6]=[CH:7][CH:8]=1)=O.[F:33][CH:34]1[CH2:37][NH:36][CH2:35]1>>[F:33][CH:34]1[CH2:37][N:36]([CH2:1][C:3]2[CH:4]=[C:5]([CH2:9][C:10]([NH:12][C:13]3[CH:14]=[N:15][CH:16]=[C:17]([C:19]([C:21]4[C:29]5[CH:28]=[N:27][CH:26]=[N:25][C:24]=5[N:23]([CH:30]([CH3:32])[CH3:31])[CH:22]=4)=[O:20])[CH:18]=3)=[O:11])[CH:6]=[CH:7][CH:8]=2)[CH2:35]1. Procedure details: The title compound was prepared according to the method described for Example 266 using 2-(3-formylphenyl)-N-{5-[(7-isopropyl-7H-pyrrolo[2,3-d]pyrimidin-5-yl)carbonyl]pyridin-3-yl}acetamide (Preparation 192, 60 mg, 0.14 mmol) and 3-fluoroazetidine to afford the title compound in 16% yield, 11 mg. Reactants: C(=O)NCC1C2=C(C=CC3=C1C=CC=C3)C=CC=C2 (5-Formamidomethyl-5H-dibenzo[a,d]cycloheptene), [OH-].[Na+] (sodium hydroxide), C(\C=C/C(=O)O)(=O)O (maleic acid), [H-].[Al+3].[H-].[H-] (aluminum hydride), [H-] (hydride), hydrogen maleate salt. Solvent: C(C)(=O)OCC (ethyl acetate), CCOCC (ether), O (water), CCOCC (ether), O (Water), C(C)(C)O (isopropyl alcohol). Reaction conditions: time 26 hour. Yields the product C(\C=C/C(=O)O)(=O)O.CNCC1C2=C(C=CC3=C1C=CC=C3)C=CC=C2 (5-methylaminomethyl-5H-dibenzo[a,d]cycloheptene hydrogen maleate). Reaction SMILES: [CH:1]([NH:3][CH2:4][CH:5]1[C:11]2[CH:12]=[CH:13][CH:14]=[CH:15][C:10]=2[CH:9]=[CH:8][C:7]2[CH:16]=[CH:17][CH:18]=[CH:19][C:6]1=2)=O.[H-].[Al+3].[H-].[H-].[H-].[OH-].[Na+].[C:27]([OH:34])(=[O:33])/[CH:28]=[CH:29]\[C:30]([OH:32])=[O:31]>C(O)(C)C.O.C(OCC)(=O)C.CCOCC>[C:27]([OH:34])(=[O:33])/[CH:28]=[CH:29]\[C:30]([OH:32])=[O:31].[CH3:1][NH:3][CH2:4][CH:5]1[C:6]2[CH:19]=[CH:18][CH:17]=[CH:16][C:7]=2[CH:8]=[CH:9][C:10]2[CH:15]=[CH:14][CH:13]=[CH:12][C:11]1=2 |f:1.2.3.4,6.7,13.14|. Procedure details: 5-Formamidomethyl-5H-dibenzo[a,d]cycloheptene (3.80 g., 0.015 mole), dissolved in 400 ml. of absolute ether is added gradually to a solution oflithium aluminum hydride (0.87 g., 0.023 mole) in 45 ml. of absolute ether at a rate such that gentle refluxing is maintained. The reaction mixture, containing a precipitate, is heated to refluxing with stirring for 26 hours. After cooling to room temperature, 10 ml. of ethyl acetate is addedto decompose the excess hydride. Water, 1 ml., 15% sodium hydrox... Starting materials: ClC=1C=C(CN(C)C)C=CC1 (N-(3-chlorobenzyl)-dimethylamine), C(C1=CC=CC=C1)N(CC)CC (N-benzyldiethylamine), C(C1=CC=CC=C1)(=O)Cl (benzoyl chloride), C(C=C)(=O)OCC (ethyl acrylate). The reagents and catalysts are C(C)(=O)[O-].[Pd+2].C(C)(=O)[O-] (palladium acetate). Solvent: CC=1C=CC(=CC1)C (p-xylene). Reaction conditions: temperature 130 celsius, time 4 hour. Yields the product C(C=CC1=CC=CC=C1)(=O)OCC (Ethyl cinnamate), C(C1=CC=CC=C1)N(CC)CC (N-benzyldiethylamine). RXN SMILES: [C:1](Cl)(=O)[C:2]1[CH:7]=[CH:6][CH:5]=[CH:4][CH:3]=1.[C:10]([O:14][CH2:15][CH3:16])(=[O:13])[CH:11]=C.[CH2:17]([N:24]([CH2:27][CH3:28])[CH2:25][CH3:26])[C:18]1[CH:23]=[CH:22][CH:21]=[CH:20][CH:19]=1.ClC1C=C(C=CC=1)CN(C)C>CC1C=CC(C)=CC=1.C([O-])(=O)C.[Pd+2].C([O-])(=O)C>[C:10]([O:14][CH2:15][CH3:16])(=[O:13])[CH:11]=[CH:1][C:2]1[CH:7]=[CH:6][CH:5]=[CH:4][CH:3]=1.[CH2:17]([N:24]([CH2:27][CH3:28])[CH2:25][CH3:26])[C:18]1[CH:23]=[CH:22][CH:21]=[CH:20][CH:19]=1 |f:5.6.7|. Reported procedure: Ethyl cinnamate is prepared by the procedures described above, using different bases and the following reactants: 2.24 mg (10-5 mols) of palladium acetate, 5.77 ml (50 millimols) of benzoyl chloride, 5.42 ml (50 millimols) of ethyl acrylate and 50 millimols of N-benzyldiethylamine or N-(3-chlorobenzyl)-dimethylamine, in 100 ml of p-xylene. The reaction mixture is stirred for 4 hours at 130° C. Ethyl cinnamate is obtained in a yield of 67% of theory if N-benzyldiethylamine is used, and a yield of... Starting materials: [OH-].[K+] (potassium hydroxide), ice, diazonium salt, CCC(CC(=O)OCC)=O (ethyl methylacetoacetate), C(C)O (ethanol), C(C)O (ethanol), N(=O)[O-].[Na+] (sodium nitrite), CC1=C(N)C=C(C(=C1C)OC)C (2,3,5-trimethyl-4-methoxyaniline), C(C)O (ethanol). The solvent is Cl (hydrogen chloride), Cl (hydrogen chloride), O (water), O (water), Cl (hydrochloric acid). Conditions: time 30 minute. The product is COC1(C(=C2C=C(N=C2C(=C1)C)C(=O)OCC)C)C (Ethyl 5-methoxy-4,5,7-trimethylindole-2-carboxylate). Reaction SMILES: N([O-])=O.[Na+].[CH3:5][C:6]1[C:12](C)=[C:11]([O:14][CH3:15])[C:10]([CH3:16])=[CH:9][C:7]=1[NH2:8].CC[C:19](=O)[CH2:20][C:21]([O:23][CH2:24][CH3:25])=[O:22].[OH-].[K+].[CH2:29](O)C>O.Cl>[CH3:15][O:14][C:11]1([CH3:29])[CH:12]=[C:6]([CH3:5])[C:7]2[C:9]([CH:19]=[C:20]([C:21]([O:23][CH2:24][CH3:25])=[O:22])[N:8]=2)=[C:10]1[CH3:16] |f:0.1,4.5|. Procedure: A solution of sodium nitrite (1.91 g) in water (4.4 ml) is added (below the surface) to a cold (-10°) thick slurry of 2,3,5-trimethyl-4-methoxyaniline [J. Amer. Chem. Soc., 70 2656 (1948)] in ethanol (10 ml), water (54 ml) and concentrated hydrochloric acid (9.3 ml). The mixture is stirred for 30 min as the temperature rises to -1°, then the solution of the diazonium salt is poured into a vigorously stirred mixture of ethyl methylacetoacetate (3.68 g) in ethanol (24 ml) containing potassium hydr... Run at time 1 hour. Reaction SMILES: [N:1]1[CH:6]=[CH:5][C:4]([CH:7]=[O:8])=[CH:3][CH:2]=1.[BH4-].[Na+].[CH3:11]O>>[CH3:11][N:1]1[CH2:6][CH:5]=[C:4]([CH:7]=[O:8])[CH2:3][CH2:2]1 |f:1.2|. Reported procedure: A solution of 4-pyridine carboxaldehyde, O-methyloxime methiodide (32.78 g, 118 mmol) in 150 ml 50% aqueous methanol was added dropwise to a solution of sodium borohydride (7.79 g, 206 mmol) in 150 ml of aqueous 50% methanol keeping the temperature 0° C. ±5° C. After the solution was stirred one hour, some of the inorganic salts were removed by filtration and the filtrate was concentrated to a mass of oily crystals in vacuo. A portion (4.5 g) of this material was partially dissolved in boiling e... Starting materials: N1=CC=C(C=C1)C=O (4-pyridine carboxaldehyde), O-methyloxime methiodide, [BH4-].[Na+] (sodium borohydride), CO (methanol), CO (methanol). Product: CN1CCC(=CC1)C=O (1,2,3,6-tetrahydro-1-methyl-4-pyridine carboxaldehyde), O-methyloxime, hydrochloride. Starting materials: CSC(=N)N[N+](=O)[O-], CNC(=N[N+](=O)[O-])SC, N=C(NCCSCc1ccsn1)N[N+](=O)[O-]. Yields the product CNC(=N[N+](=O)[O-])NCCSCc1ccsn1. RXN SMILES: [CH3:1][S:2][C:3](=[NH:4])[NH:5][N+:6]([O-:7])=[O:8].[CH3:25][NH:26][C:27](=[N:28][N+:29]([O-:30])=[O:31])[S:32][CH3:33].[s:9]1[n:10][c:11]([CH2:14][S:15][CH2:16][CH2:17][NH:18][C:19](=[NH:20])[NH:21][N+:22](=[O:23])[O-:24])[cH:12][cH:13]1>>[CH3:1][NH:20][C:19]([NH:18][CH2:17][CH2:16][S:15][CH2:14][c:11]1[n:10][s:9][cH:13][cH:12]1)=[N:21][N+:22](=[O:23])[O-:24].